From a dataset of the Open Reaction Database (ORD), a public repository of structured organic reaction records. describe an organic reaction: reactants, conditions, products, and yield Starting materials: BrC1=CC=CC2=C1CC(O2)CO ((±)-(4-bromo-2,3-dihydro-1-benzofuran-2-yl)methanol), C(C=C)C1=C(C=C(C=C1)Br)O (2-allyl-5-bromophenol), Intermediate 9, Intermediate 10, ClC=1C=C(C(=O)OO)C=CC1 (3-chloroperoxybenzoic acid), C([O-])([O-])=O.[K+].[K+] (potassium carbonate), C1(=CC=C(C=C1)S(=O)(=O)Cl)C (p-toluenesulfonyl chloride). The product is CC1=CC=C(C=C1)S(=O)(=O)OCC1OC2=C(C1)C(=CC=C2)Br ((±)-(4-bromo-2,3-dihydro-1-benzofuran-2-yl)methyl 4-methylbenzenesulfonate). The yield is 78.0%. Reaction SMILES: C(C1C=CC(Br)=CC=1O)C=C.ClC1C=C(C=CC=1)C(OO)=O.C(=O)([O-])[O-].[K+].[K+].[Br:29][C:30]1[C:35]2[CH2:36][CH:37]([CH2:39][OH:40])[O:38][C:34]=2[CH:33]=[CH:32][CH:31]=1.[C:41]1([CH3:51])[CH:46]=[CH:45][C:44]([S:47](Cl)(=[O:49])=[O:48])=[CH:43][CH:42]=1>>[CH3:51][C:41]1[CH:46]=[CH:45][C:44]([S:47]([O:40][CH2:39][CH:37]2[CH2:36][C:35]3[C:30]([Br:29])=[CH:31][CH:32]=[CH:33][C:34]=3[O:38]2)(=[O:49])=[O:48])=[CH:43][CH:42]=1 |f:2.3.4|. Procedure: Treatment of 2-allyl-5-bromophenol (27.25 g, 0.128 mmol), with 3-chloroperoxybenzoic acid (66.20 g, 0.384 mol, 77%)) followed by potassium carbonate (44.18 g, 0.319 mol) generally according to the procedure described for Intermediate 9 provided (±)-(4-bromo-2,3-dihydro-1-benzofuran-2-yl)methanol as a yellow oil. Treatment of the oil with p-toluenesulfonyl chloride (15.65 g, 0.082 mol) generally according to the procedure described for Intermediate 10 afforded 24.7 g (78%) of (±)-(4-bromo-2,3-dih... Reactants: [OH-].[Li+] (lithium hydroxide), C(C)#N (acetonitrile), COC([C@@H](NC(=O)OCC1=CC=CC=C1)COCC1=CC=C(C=C1)OCCC=1N=C(OC1)C1=CC=CC=C1)=O (N-benzyloxycarbonyl-O-(4-(2-(2-phenyloxazol-4-yl)ethoxy)phenyl)methyl-L-serine methyl ester), Cl (hydrochloric acid). Solvent: O (water), O1CCCC1 (tetrahydrofuran), O (water), O (Water). Conditions: temperature 2 celsius, time 1 hour. Yields the product C(C1=CC=CC=C1)OC(=O)N[C@@H](COCC1=CC=C(C=C1)OCCC=1N=C(OC1)C1=CC=CC=C1)C(=O)O (N-Benzyloxycarbonyl-O-(4-(2-(2-Phenyloxazol-4-yl)ethoxy)phenyl)methyl-L-Serine). The yield is 59.0%. Reaction SMILES: C[O:2][C:3](=[O:39])[C@H:4]([CH2:16][O:17][CH2:18][C:19]1[CH:24]=[CH:23][C:22]([O:25][CH2:26][CH2:27][C:28]2[N:29]=[C:30]([C:33]3[CH:38]=[CH:37][CH:36]=[CH:35][CH:34]=3)[O:31][CH:32]=2)=[CH:21][CH:20]=1)[NH:5][C:6]([O:8][CH2:9][C:10]1[CH:15]=[CH:14][CH:13]=[CH:12][CH:11]=1)=[O:7].[OH-].[Li+].Cl.C(#N)C>O1CCCC1.O>[CH2:9]([O:8][C:6]([NH:5][C@H:4]([C:3]([OH:39])=[O:2])[CH2:16][O:17][CH2:18][C:19]1[CH:24]=[CH:23][C:22]([O:25][CH2:26][CH2:27][C:28]2[N:29]=[C:30]([C:33]3[CH:34]=[CH:35][CH:36]=[CH:37][CH:38]=3)[O:31][CH:32]=2)=[CH:21][CH:20]=1)=[O:7])[C:10]1[CH:11]=[CH:12][CH:13]=[CH:14][CH:15]=1 |f:1.2|. Reported procedure: To a solution of crude N-benzyloxycarbonyl-O-(4-(2-(2-phenyloxazol-4-yl)ethoxy)phenyl)methyl-L-serine methyl ester (13.32 g, 25.1 mmol) in 133 mL of tetrahydrofuran at 2° C. was added 44 mL of deionized water. A solution of lithium hydroxide (1.2 g, 50.2 mmol) in 40 mL of deionized water was added slowly over 25 minutes keeping the temperature of the reaction below 4° C. After the addition was complete the reaction was allowed to stir at 2° C. for 1 hour. The pH of the mixture was adjusted to ab... Reactants: CO, COc1ccc2c(Cl)nc(Nc3cc(C)[nH]n3)cc2c1. The product is COc1ccc2c(OC)nc(Nc3cc(C)[nH]n3)cc2c1. Reaction SMILES: [CH3:21][OH:22].[Cl:1][c:2]1[n:3][c:4]([NH:14][c:15]2[n:16][nH:17][c:18]([CH3:20])[cH:19]2)[cH:5][c:6]2[cH:7][c:8]([O:12][CH3:13])[cH:9][cH:10][c:11]12>>[c:2]1([O:22][CH3:21])[n:3][c:4]([NH:14][c:15]2[n:16][nH:17][c:18]([CH3:20])[cH:19]2)[cH:5][c:6]2[cH:7][c:8]([O:12][CH3:13])[cH:9][cH:10][c:11]12. Starting materials: O=C(O)C(c1ccccc1)c1ccccc1, CSc1ccc(N)cc1. The reagents and catalysts are C1CCN(C1)[P+](N2CCCC2)(N3CCCC3)ON4C5=CC=CC=C5N=N4.F[P-](F)(F)(F)(F)F (PyBOP), CCN(C(C)C)C(C)C (DIPEA), C1=CC=C2C(=C1)N=NN2O (HOBt). Run in CN(C)C=O (DMF), CN(C)C=O (DMF), CN(C)C=O (DMF), CN(C)C=O (DMF), CN(C)C=O (DMF), CN(C)C=O (DMF). Conditions: temperature 25 celsius, time 2 hour. Yields the product CSc1ccc(NC(=O)C(c2ccccc2)c2ccccc2)cc1. Yield: 62.4%. As a reaction SMILES: CSc1ccc(N)cc1.O=C(O)C(c1ccccc1)c1ccccc1.C1CCN(C1)[P+](N2CCCC2)(N3CCCC3)ON4C5=CC=CC=C5N=N4.F[P-](F)(F)(F)(F)F.C1=CC=C2C(=C1)N=NN2O.CCN(C(C)C)C(C)C.CN(C)C=O>>CSc1ccc(NC(=O)C(c2ccccc2)c2ccccc2)cc1. As a reaction SMILES: [I-].[Sm+2].[I-].O=O.[CH3:6][C:7]([C:9]1[CH:14]=[CH:13][C:12]([O:15][CH3:16])=[C:11]([O:17][CH3:18])[CH:10]=1)=[O:8].[C:19](OC)(=[O:22])[CH:20]=C.Cl.O1CCC[CH2:27]1>C(O)(C)(C)C>[CH3:18][O:17][C:11]1[CH:10]=[C:9]([C:7]2([CH3:27])[O:8][C:19](=[O:22])[CH2:20][CH2:6]2)[CH:14]=[CH:13][C:12]=1[O:15][CH3:16] |f:0.1.2|. Solvent: C(C)(C)(C)O (tert-butanol). Starting materials: O1CCCC1 (tetrahydrofuran), CC(=O)C1=CC(=C(C=C1)OC)OC (3,4-dimethoxyacetophenone), C(C=C)(=O)OC (methyl acrylate), solution, [I-].[Sm+2].[I-] (samarium(II) iodide), O=O (oxygen), O1CCCC1 (tetrahydrofuran), Cl (hydrochloric acid). Procedure: 100 ml of a 0.1 M solution of samarium(II) iodide in tetrahydrofuran is mixed, with oxygen carefully excluded, with the solution of 710 mg of 3,4-dimethoxyacetophenone, 500 mg of methyl acrylate and 350 mg of tert-butanol in 5 ml of tetrahydrofuran. The reaction solution is mixed thoroughly, allowed to stand for two hours at room temperature and then poured into 100 ml of 20% hydrochloric acid. It is stirred for two hours at room temperature and extracted with diethyl ether. The ether phase is w... Reaction conditions: time 2 hour. The product is COC=1C=C(C=CC1OC)C1(CCC(O1)=O)C (5-(3,4-Dimethoxyphenyl)-5-methyl-dihydro-2-furanone). Starting materials: FC1=C(C=CC=C1)C(CC=1C=C(C=CC1)C1=CC=C(C=C1)OC(F)(F)F)=O (1-(2-Fluorophenyl)-2-[4′-(Trifluoromethoxy)biphenyl-3-yl]ethanone), CC(C)([O-])C.[Na+] (Sodium t-butoxide), COC(C1=CC=C(C=C1)CBr)=O (4-bromomethyl-benzoic acid methyl ester). Run in C1CCOC1 (THF). Run at temperature -78 celsius. Yields the product FC1=C(C=CC=C1)C(C(CC1=CC=C(C(=O)OC)C=C1)C=1C=C(C=CC1)C1=CC=C(C=C1)OC(F)(F)F)=O (Methyl 4-{3-(2-fluorophenyl)-3-oxo-2-[4′-(trifluoromethoxy)biphenyl-3-yl]propyl}benzoate). Reaction SMILES: CC(C)([O-])C.[Na+].[F:7][C:8]1[CH:13]=[CH:12][CH:11]=[CH:10][C:9]=1[C:14](=[O:33])[CH2:15][C:16]1[CH:17]=[C:18]([C:22]2[CH:27]=[CH:26][C:25]([O:28][C:29]([F:32])([F:31])[F:30])=[CH:24][CH:23]=2)[CH:19]=[CH:20][CH:21]=1.[CH3:34][O:35][C:36](=[O:45])[C:37]1[CH:42]=[CH:41][C:40]([CH2:43]Br)=[CH:39][CH:38]=1>C1COCC1>[F:7][C:8]1[CH:13]=[CH:12][CH:11]=[CH:10][C:9]=1[C:14](=[O:33])[CH:15]([C:16]1[CH:17]=[C:18]([C:22]2[CH:27]=[CH:26][C:25]([O:28][C:29]([F:31])([F:32])[F:30])=[CH:24][CH:23]=2)[CH:19]=[CH:20][CH:21]=1)[CH2:43][C:40]1[CH:41]=[CH:42][C:37]([C:36]([O:35][CH3:34])=[O:45])=[CH:38][CH:39]=1 |f:0.1|. Procedure details: Sodium t-butoxide (67 mg, 0.70 mmol) was added all at once to a THF solution (4 mL) containing the intermediate from Step B (250 mg, 0.668 mmol) stirred at −78° C. After 2 minutes 4-bromomethyl-benzoic acid methyl ester (161 mg, 0.70 mmol) was added all at once. The reaction solution was allowed to warm to room temperature. After stirring for 1 hour the reaction solution was partitioned between aqueous 1N HCl and ethyl acetate. The organic phase was washed with brine and dried over MgSO4. The so... The reactants are COc1ccccc1-c1ccc2cnc(S(C)=O)nn12, COCC(C)O, CCN(C(C)C)C(C)C, CN1CCN(C(=O)c2cccc(N)c2)CC1. The product is COc1ccccc1-c1ccc2cnc(Nc3cccc(C(=O)N4CCN(C)CC4)c3)nn12. RXN SMILES: [CH3:1][S:2](=[O:3])[c:4]1[n:5][n:6]2[c:7]([cH:8][n:9]1)[cH:10][cH:11][c:12]2-[c:13]1[c:14]([O:19][CH3:20])[cH:15][cH:16][cH:17][cH:18]1.[CH3:46][O:47][CH2:48][CH:49]([OH:50])[CH3:51].[CH:21]([N:22]([CH2:23][CH3:24])[CH:25]([CH3:26])[CH3:27])([CH3:28])[CH3:29].[NH2:30][c:31]1[cH:32][c:33]([C:37](=[O:38])[N:39]2[CH2:40][CH2:41][N:42]([CH3:45])[CH2:43][CH2:44]2)[cH:34][cH:35][cH:36]1>>[c:4]1([NH:30][c:31]2[cH:32][c:33]([C:37](=[O:38])[N:39]3[CH2:40][CH2:41][N:42]([CH3:45])[CH2:43][CH2:44]3)[cH:34][cH:35][cH:36]2)[n:5][n:6]2[c:7]([cH:8][n:9]1)[cH:10][cH:11][c:12]2-[c:13]1[c:14]([O:19][CH3:20])[cH:15][cH:16][cH:17][cH:18]1. The product is CC(C)(C)OC(=O)COCCc1cccc(Br)c1. The reactants are CC(C)(C)OC(=O)CBr, OCCc1cccc(Br)c1, CCCC[N+](CCCC)(CCCC)CCCC, Cc1ccccc1, [Na+], [OH-], O=S(=O)([O-])O. RXN SMILES: [Br:11][CH2:12][C:13](=[O:14])[O:15][C:16]([CH3:17])([CH3:18])[CH3:19].[Br:1][c:2]1[cH:3][c:4]([CH2:8][CH2:9][OH:10])[cH:5][cH:6][cH:7]1.[CH2:27]([N+:28]([CH2:29][CH2:30][CH2:31][CH3:32])([CH2:33][CH2:34][CH2:35][CH3:36])[CH2:37][CH2:38][CH2:39][CH3:40])[CH2:41][CH2:42][CH3:43].[CH3:44][c:45]1[cH:46][cH:47][cH:48][cH:49][cH:50]1.[Na+:21].[OH-:20].[S:22]([O-:23])([OH:24])(=[O:25])=[O:26]>>[Br:1][c:2]1[cH:3][c:4]([CH2:8][CH2:9][O:10][CH2:12][C:13](=[O:14])[O:15][C:16]([CH3:17])([CH3:18])[CH3:19])[cH:5][cH:6][cH:7]1. Starting materials: O=C([O-])[O-], Cl, [K+], [K+], O=[N+]([O-])c1ccc2[nH]ncc2c1, CN(C)C=O, O, ClCc1ccccn1. The product is O=[N+]([O-])c1ccc2c(cnn2Cc2ccccn2)c1. Reaction SMILES: [C:22](=[O:23])([O-:24])[O-:25].[ClH:13].[K+:26].[K+:27].[N+:1](=[O:2])([O-:3])[c:4]1[cH:5][c:6]2[cH:7][n:8][nH:9][c:10]2[cH:11][cH:12]1.[O:28]=[CH:29][N:30]([CH3:31])[CH3:32].[OH2:33].[c:14]1([CH2:20][Cl:21])[cH:15][cH:16][cH:17][cH:18][n:19]1>>[N+:1](=[O:2])([O-:3])[c:4]1[cH:5][c:6]2[cH:7][n:8][n:9]([CH2:20][c:14]3[cH:15][cH:16][cH:17][cH:18][n:19]3)[c:10]2[cH:11][cH:12]1.